Dataset: the Open Reaction Database (ORD), a public repository of structured organic reaction records. Task: describe an organic reaction: reactants, conditions, products, and yield Reactants: O (water), ClC1=NC=C(C(=N1)Cl)Cl (2,4,5-trichloropyrimidine), NC=1C=CC(=C2CN(C(C12)=O)C)[C@@H]1CC[C@H](CC1)O (7-amino-4-(trans-4-hydroxycyclohexyl)-2-methyl-2,3-dihydro-1H-isoindol-1-one), CCN(C(C)C)C(C)C (DIPEA). Run in CC(=O)N(C)C (DMA), CCOC(=O)C (EtOAc). Run at temperature 100 celsius. Product: ClC1=NC=C(C(=N1)NC=1C=CC(=C2CN(C(C12)=O)C)[C@@H]1CC[C@H](CC1)O)Cl (7-[(2,5-Dichloropyrimidin-4-yl)amino]-4-(trans-4-hydroxycyclohexyl)-2-methyl-2,3-dihydro-1H-isoindol-1-one). RXN SMILES: [Cl:1][C:2]1[N:7]=[C:6](Cl)[C:5]([Cl:9])=[CH:4][N:3]=1.[NH2:10][C:11]1[CH:12]=[CH:13][C:14]([C@H:22]2[CH2:27][CH2:26][C@H:25]([OH:28])[CH2:24][CH2:23]2)=[C:15]2[C:19]=1[C:18](=[O:20])[N:17]([CH3:21])[CH2:16]2.CCN(C(C)C)C(C)C.O>CC(N(C)C)=O.CCOC(C)=O>[Cl:1][C:2]1[N:7]=[C:6]([NH:10][C:11]2[CH:12]=[CH:13][C:14]([C@H:22]3[CH2:27][CH2:26][C@H:25]([OH:28])[CH2:24][CH2:23]3)=[C:15]3[C:19]=2[C:18](=[O:20])[N:17]([CH3:21])[CH2:16]3)[C:5]([Cl:9])=[CH:4][N:3]=1. Procedure details: A solution of 2,4,5-trichloropyrimidine (550.5 mg, 3.001 mmol) and 7-amino-4-(trans-4-hydroxycyclohexyl)-2-methyl-2,3-dihydro-1H-isoindol-1-one (166.6 mg, 0.6400 mmol) in DMA (8 mL) was charged with DIPEA (1 mL, 6 mmol) and then heated to 100° C. overnight. The reaction mixture was cooled to ambient temperature, diluted with EtOAc, and poured into water. The material was extracted thrice with EtOAc and the combined organic layers were washed with brine, dried over anhydrous Na2SO4, filtered, and...